From a dataset of the Open Reaction Database (ORD), a public repository of structured organic reaction records. describe an organic reaction: reactants, conditions, products, and yield The reactants are CC1(C(NC2=CC=CC(=C12)C)=O)C (3,3,4-trimethyl-1,3-dihydro-2H-indol-2-one), ClCCOC1OCCCC1 (2-(2-chloroethoxy)tetrahydro-2H-pyran). Product: OCCN1C(C(C2=C(C=CC=C12)C)(C)C)=O (1-(2-Hydroxy-1-ethyl)-3,3,4-trimethyl-1,3-dihydro-2H-indol-2-one). Reaction SMILES: [CH3:1][C:2]1([CH3:13])[C:10]2[C:5](=[CH:6][CH:7]=[CH:8][C:9]=2[CH3:11])[NH:4][C:3]1=[O:12].Cl[CH2:15][CH2:16][O:17]C1CCCCO1>>[OH:17][CH2:16][CH2:15][N:4]1[C:5]2[C:10](=[C:9]([CH3:11])[CH:8]=[CH:7][CH:6]=2)[C:2]([CH3:13])([CH3:1])[C:3]1=[O:12]. Procedure details: Prepared from 3,3,4-trimethyl-1,3-dihydro-2H-indol-2-one (prepared by the method of Endler and Becker; Organic Syntheses Coll. vol.4, page 657) and 2-(2-chloroethoxy)tetrahydro-2H-pyran as described above. Reactants: CCOC(C)=O, Cl, O=C(O)C=Cc1ccc([N+](=O)[O-])cc1, CN(C)C=O, O=S(Cl)Cl. Yields the product O=C(Cl)C=Cc1ccc([N+](=O)[O-])cc1. RXN SMILES: [CH3:15][CH2:16][O:17][C:18](=[O:19])[CH3:20].[ClH:25].[N+:1](=[O:2])([O-:3])[c:4]1[cH:5][cH:6][c:7]([CH:8]=[CH:9][C:10](=[O:11])[OH:12])[cH:13][cH:14]1.[O:26]=[CH:27][N:28]([CH3:29])[CH3:30].[S:21]([Cl:22])([Cl:23])=[O:24]>>[N+:1](=[O:2])([O-:3])[c:4]1[cH:5][cH:6][c:7]([CH:8]=[CH:9][C:10](=[O:11])[Cl:23])[cH:13][cH:14]1. Yields the product CC1C(=O)N(CCCN2CCC3(CC3)C(O)C2)CCN1c1ccc(F)c(C(F)(F)F)c1. RXN SMILES: [CH3:18][O:19][CH:20]([O:21][CH3:22])[CH2:23][NH:24][CH2:25][CH2:26][CH2:27][N:28]1[CH2:29][CH2:30][C:31]2([CH2:32][CH2:33]2)[CH:34]([OH:35])[CH2:36]1.[F:1][c:2]1[cH:3][cH:4][c:5]([NH:6][CH:7]([CH3:8])[C:9]([OH:10])=[O:11])[cH:12][c:13]1[C:14]([F:15])([F:16])[F:17].[F:37][c:38]1[c:39]([C:68]([F:69])([F:70])[F:71])[cH:40][c:41]([NH:44][CH:45]([C:46](=[O:47])[N:48]([CH2:49][CH2:50][CH2:51][N:52]2[CH2:53][CH:54]([OH:60])[C:55]3([CH2:56][CH2:57]3)[CH2:58][CH2:59]2)[CH2:61][CH:62]([O:63][CH3:64])[O:65][CH3:66])[CH3:67])[cH:42][cH:43]1>>[F:37][c:38]1[c:39]([C:68]([F:69])([F:70])[F:71])[cH:40][c:41]([N:44]2[CH:45]([CH3:67])[C:46](=[O:47])[N:48]([CH2:49][CH2:50][CH2:51][N:52]3[CH2:53][CH:54]([OH:60])[C:55]4([CH2:56][CH2:57]4)[CH2:58][CH2:59]3)[CH2:61][CH2:62]2)[cH:42][cH:43]1. Starting materials: COC(CNCCCN1CCC2(CC2)C(O)C1)OC, CC(Nc1ccc(F)c(C(F)(F)F)c1)C(=O)O, COC(CN(CCCN1CCC2(CC2)C(O)C1)C(=O)C(C)Nc1ccc(F)c(C(F)(F)F)c1)OC.